From a dataset of the Open Reaction Database (ORD), a public repository of structured organic reaction records. describe an organic reaction: reactants, conditions, products, and yield Procedure details: Starting material: (cis)-(±)-1-(4-amino-3-methoxyphenyl)-3-fluoropiperidin-4-amine (INTERMEDIATE 65) and 3-(2,5-dichloropyrimidin-4-yl)-1H-indole (INTERMEDIATE 2). The NMR spectra of the title compound was identical to Example 33. Reactants: NC1=C(C=C(C=C1)N1C[C@H]([C@H](CC1)N)F)OC ((cis)-(±)-1-(4-amino-3-methoxyphenyl)-3-fluoropiperidin-4-amine), N[C@H]1[C@@H](CN(CC1)C1=CC(=C(C=C1)NC1=NC=C(C(=N1)C1=CNC2=CC=CC=C12)Cl)OC)F ((trans)-N-(4-(4-amino-3-fluoropiperidin-1-yl)-2-methoxyphenyl)-5-chloro-4-(1H-indol-3-yl)pyrimidin-2-amine), NC1=C(C=C(C=C1)N1C[C@H]([C@H](CC1)N)F)OC ((cis)-(±)-1-(4-amino-3-methoxyphenyl)-3-fluoropiperidin-4-amine), N[C@H]1[C@@H](CN(CC1)C1=CC(=C(C=C1)NC1=NC=C(C(=N1)C1=CNC2=CC=CC=C12)Cl)OC)F ((trans)-N-(4-(4-amino-3-fluoropiperidin-1-yl)-2-methoxyphenyl)-5-chloro-4-(1H-indol-3-yl)pyrimidin-2-amine). Product: N[C@@H]1[C@@H](CN(CC1)C1=CC(=C(C=C1)NC1=NC=C(C(=N1)C1=CNC2=CC=CC=C12)Cl)OC)F ((cis)-N-(4-(4-amino-3-fluoropiperidin-1-yl)-2-methoxyphenyl)-5-chloro-4-(1H-indol-3-yl)pyrimidin-2-amine). As a reaction SMILES: NC1C=CC(N2CC[C@H](N)[C@H](F)C2)=CC=1OC.[NH2:18][C@@H:19]1[CH2:24][CH2:23][N:22]([C:25]2[CH:30]=[CH:29][C:28]([NH:31][C:32]3[N:37]=[C:36]([C:38]4[C:46]5[C:41](=[CH:42][CH:43]=[CH:44][CH:45]=5)[NH:40][CH:39]=4)[C:35]([Cl:47])=[CH:34][N:33]=3)=[C:27]([O:48][CH3:49])[CH:26]=2)[CH2:21][C@H:20]1[F:50]>>[NH2:18][C@H:19]1[CH2:24][CH2:23][N:22]([C:25]2[CH:30]=[CH:29][C:28]([NH:31][C:32]3[N:37]=[C:36]([C:38]4[C:46]5[C:41](=[CH:42][CH:43]=[CH:44][CH:45]=5)[NH:40][CH:39]=4)[C:35]([Cl:47])=[CH:34][N:33]=3)=[C:27]([O:48][CH3:49])[CH:26]=2)[CH2:21][C@H:20]1[F:50]. Starting materials: CNOC, CCN=C=NCCCN(C)C, CCOCC, ClCCl, Cl, Cc1cc2c(c(C(=O)O)n1)c(=O)cc(Nc1ccccc1)n2-c1ccccc1, On1nnc2ccccc21. The product is CON(C)C(=O)c1nc(C)cc2c1c(=O)cc(Nc1ccccc1)n2-c1ccccc1. As a reaction SMILES: [CH3:30][NH:31][O:32][CH3:33].[CH3:44][CH2:45][N:46]=[C:47]=[N:48][CH2:49][CH2:50][CH2:51][N:52]([CH3:53])[CH3:54].[CH3:58][CH2:59][O:60][CH2:61][CH3:62].[Cl:55][CH2:56][Cl:57].[ClH:29].[NH:1]([c:2]1[cH:3][cH:4][cH:5][cH:6][cH:7]1)[c:8]1[n:9](-[c:23]2[cH:24][cH:25][cH:26][cH:27][cH:28]2)[c:10]2[cH:11][c:12]([CH3:22])[n:13][c:14]([C:19](=[O:20])[OH:21])[c:15]2[c:16](=[O:18])[cH:17]1.[OH:34][n:35]1[c:36]2[c:37]([cH:38][cH:39][cH:40][cH:41]2)[n:42][n:43]1>>[NH:1]([c:2]1[cH:3][cH:4][cH:5][cH:6][cH:7]1)[c:8]1[n:9](-[c:23]2[cH:24][cH:25][cH:26][cH:27][cH:28]2)[c:10]2[cH:11][c:12]([CH3:22])[n:13][c:14]([C:19](=[O:21])[N:31]([CH3:30])[O:32][CH3:33])[c:15]2[c:16](=[O:18])[cH:17]1. Reactants: ON=C1CCCN(C2=C1C=CC=C2)C(C2=CC=C(C=C2)NC(C2=C(C=CC=C2)Cl)=O)=O (5-hydroxyimino-1-[4-(2-chlorobenzoylamino)benzoyl]-2,3,4,5-tetrahydro-1H-benzazepine), C(C)(=O)OC(C)=O (acetic anhydride). The solvent is N1=CC=CC=C1 (pyridine). The product is C(C)(=O)ON=C1CCCN(C2=C1C=CC=C2)C(C2=CC=C(C=C2)NC(C2=C(C=CC=C2)Cl)=O)=O (5-acetyloxyimino-1-[4-(2-chlorobenzoylamino)benzoyl]-2,3,4,5-tetrahydro-1H-benzazepine). Reaction SMILES: [OH:1][N:2]=[C:3]1[C:9]2[CH:10]=[CH:11][CH:12]=[CH:13][C:8]=2[N:7]([C:14](=[O:31])[C:15]2[CH:20]=[CH:19][C:18]([NH:21][C:22](=[O:30])[C:23]3[CH:28]=[CH:27][CH:26]=[CH:25][C:24]=3[Cl:29])=[CH:17][CH:16]=2)[CH2:6][CH2:5][CH2:4]1.[C:32](OC(=O)C)(=[O:34])[CH3:33]>N1C=CC=CC=1>[C:32]([O:1][N:2]=[C:3]1[C:9]2[CH:10]=[CH:11][CH:12]=[CH:13][C:8]=2[N:7]([C:14](=[O:31])[C:15]2[CH:20]=[CH:19][C:18]([NH:21][C:22](=[O:30])[C:23]3[CH:28]=[CH:27][CH:26]=[CH:25][C:24]=3[Cl:29])=[CH:17][CH:16]=2)[CH2:6][CH2:5][CH2:4]1)(=[O:34])[CH3:33]. Procedure: A solution of 5-hydroxyimino-1-[4-(2-chlorobenzoylamino)benzoyl]-2,3,4,5-tetrahydro-1H-benzazepine (1.06 g) in acetic anhydride (10 ml) and pyridine (10 ml) is stirred at room temperature overnight. After completion of the reaction, the reaction solution is concentrated. To the resulting residue is added water and the mixture is extracted with dichloromethane. The extract is washed with saturated saline solution and dried over magnesium sulfate. The solvent is distilled off and the resulting res... Starting materials: C(=O)([O-])[O-].[Cs+].[Cs+] (Cs2CO3), O (water), CC1=NN=C2N1C1=C(C=C2[N+](=O)[O-])NC(=C1)C (1,7-Dimethyl-4-nitro-6H-pyrrolo[2,3-e][1,2,4]triazolo[4,3-a]pyridine), C(C1=CC=CC=C1)Br (benzyl bromide). The solvent is CN(C=O)C (N,N-dimethylformamide), C(C)(=O)OCC (Ethyl acetate). Run at time 1 hour. Product: C(C1=CC=CC=C1)N1C(=CC2=C1C=C(C=1N2C(=NN1)C)[N+](=O)[O-])C (6-Benzyl-1,7-dimethyl-4-nitro-6H-pyrrolo[2,3-e][1,2,4]triazolo[4,3-a]pyridine). RXN SMILES: [CH3:1][C:2]1[N:6]2[C:7]3[CH:16]=[C:15]([CH3:17])[NH:14][C:8]=3[CH:9]=[C:10]([N+:11]([O-:13])=[O:12])[C:5]2=[N:4][N:3]=1.C([O-])([O-])=O.[Cs+].[Cs+].[CH2:24](Br)[C:25]1[CH:30]=[CH:29][CH:28]=[CH:27][CH:26]=1.O>CN(C)C=O.C(OCC)(=O)C>[CH2:24]([N:14]1[C:8]2[CH:9]=[C:10]([N+:11]([O-:13])=[O:12])[C:5]3[N:6]([C:2]([CH3:1])=[N:3][N:4]=3)[C:7]=2[CH:16]=[C:15]1[CH3:17])[C:25]1[CH:30]=[CH:29][CH:28]=[CH:27][CH:26]=1 |f:1.2.3|. Procedure: To a suspension of 1,7-dimethyl-4-nitro-6H-pyrrolo[2,3-e][1,2,4]triazolo[4,3-a]pyridine (0.30 g, 1.3 mmol, from Step 1) in N,N-dimethylformamide (5 mL) was added Cs2CO3 (0.51 g, 1.6 mmol). After stirring for 1 hour, benzyl bromide (0.18 mL, 1.6 mmol, Aldrich) was added, and the reaction mixture was stirred overnight, after which time water was added, and the reaction mixture was stirred for 5 minutes. Ethyl acetate was added, and the mixture was stirred overnight. The product, which had precipit... Starting materials: C(C)OC([C@H](CC1=CC=C(C=C1)C#CCCl)OC)=O ((2S)-3-[4-(3-Chloro-prop-1-ynyl)-phenyl]-2-methoxy-propionic acid ethyl ester), OC1=CC2=C(C(=CO2)C2=CC=C(C=C2)F)C=C1 (6-hydroxy-3-(4-fluorophenyl)benzofurane). Yields the product FC1=CC=C(C=C1)C1=COC2=C1C=CC(=C2)OCC#CC2=CC=C(C=C2)C[C@@H](C(=O)O)OC ((2S)-3-(4-{3-[3-(4-Fluor-phenyl)-benzofuran-6-yloxy]-prop-1-ynyl}-phenyl)-2-methoxy-propionic acid). As a reaction SMILES: C([O:3][C:4](=[O:19])[C@@H:5]([O:17][CH3:18])[CH2:6][C:7]1[CH:12]=[CH:11][C:10]([C:13]#[C:14][CH2:15]Cl)=[CH:9][CH:8]=1)C.[OH:20][C:21]1[CH:36]=[CH:35][C:24]2[C:25]([C:28]3[CH:33]=[CH:32][C:31]([F:34])=[CH:30][CH:29]=3)=[CH:26][O:27][C:23]=2[CH:22]=1>>[F:34][C:31]1[CH:32]=[CH:33][C:28]([C:25]2[C:24]3[CH:35]=[CH:36][C:21]([O:20][CH2:15][C:14]#[C:13][C:10]4[CH:9]=[CH:8][C:7]([CH2:6][C@H:5]([O:17][CH3:18])[C:4]([OH:3])=[O:19])=[CH:12][CH:11]=4)=[CH:22][C:23]=3[O:27][CH:26]=2)=[CH:29][CH:30]=1. Reported procedure: The title compound was prepared from (2S)-3-[4-(3-Chloro-prop-1-ynyl)-phenyl]-2-methoxy-propionic acid ethyl ester from Example 5, Step A and 6-hydroxy-3-(4-fluorophenyl)benzofurane in a manner analogous to that described for Example 5, Step B. MS(ES) for C27H21FO5 [M−H]−: 443.2. Reactants: [Cl-].O[NH3+] (hydroxylammonium chloride), C(O)([O-])=O.[Na+] (sodium hydrogen carbonate), CS(=O)C (dimethyl sulfoxide), C(CCC)C=1N(C(C(=C(N1)C1CC1)C1=CC=C(C=C1)OCC)=O)CC1=CC=C(C=C1)C=1C(=CC=CC1)C#N (4′-{[2-butyl-4-cyclopropyl-5-(4-ethoxyphenyl)-6-oxopyrimidin-1(6H)-yl]methyl}biphenyl-2-carbonitrile). The solvent is O (Water). Conditions: temperature 40 celsius, time 30 minute. Product: C(CCC)C1=NC(=C(C(N1CC1=CC=C(C=C1)C1=C(C=CC=C1)C1=NOC(N1)=O)=O)C1=CC=C(C=C1)OCC)C1CC1 (2-butyl-6-cyclopropyl-5-(4-ethoxyphenyl)-3-{[2′-(5-oxo-4,5-dihydro-1,2,4-oxadiazol-3-yl)biphenyl-4-yl]methyl}pyrimidin-4(3H)-one). The yield is 89.5%. As a reaction SMILES: [Cl-].O[NH3+:3].[C:4](=[O:7])([O-])[OH:5].[Na+].CS(C)=O.[CH2:13]([C:17]1[N:18]([CH2:36][C:37]2[CH:42]=[CH:41][C:40]([C:43]3[C:44]([C:49]#[N:50])=[CH:45][CH:46]=[CH:47][CH:48]=3)=[CH:39][CH:38]=2)[C:19](=[O:35])[C:20]([C:26]2[CH:31]=[CH:30][C:29]([O:32][CH2:33][CH3:34])=[CH:28][CH:27]=2)=[C:21]([CH:23]2[CH2:25][CH2:24]2)[N:22]=1)[CH2:14][CH2:15][CH3:16]>O>[CH2:13]([C:17]1[N:18]([CH2:36][C:37]2[CH:38]=[CH:39][C:40]([C:43]3[CH:48]=[CH:47][CH:46]=[CH:45][C:44]=3[C:49]3[NH:3][C:4](=[O:7])[O:5][N:50]=3)=[CH:41][CH:42]=2)[C:19](=[O:35])[C:20]([C:26]2[CH:31]=[CH:30][C:29]([O:32][CH2:33][CH3:34])=[CH:28][CH:27]=2)=[C:21]([CH:23]2[CH2:24][CH2:25]2)[N:22]=1)[CH2:14][CH2:15][CH3:16] |f:0.1,2.3|. Procedure details: A mixture of hydroxylammonium chloride (0.54 g), sodium hydrogen carbonate (0.76 g) and dimethyl sulfoxide (10 mL) was stirred at 40° C. for 30 min, 4′-{[2-butyl-4-cyclopropyl-5-(4-ethoxyphenyl)-6-oxopyrimidin-1(6H)-yl]methyl}biphenyl-2-carbonitrile (0.38 g) was added, and the mixture was stirred at 90° C. for 16 hr. The mixture was allowed to cool to room temperature. Water was added to the reaction mixture, and the precipitate was collected by filtration. The obtained solid was dissolved in et...